This data is from the Open Reaction Database (ORD), a public repository of structured organic reaction records. The task is: describe an organic reaction: reactants, conditions, products, and yield Reactants: C(C)(C)(C)OC(=O)N1C(=C(C2=CC=CC(=C12)N1CCN(CC1)C(=O)OC(C)(C)C)CC1=CC=CC=C1)S(=O)(=O)C (3-Benzyl-7-(4-tert-butoxycarbonyl-piperazin-1-yl)-2-methanesulfonyl-indole-1-carboxylic acid tert-butyl ester), FC(C(=O)O)(F)F (trifluoroacetic acid). The solvent is ClCCl (dichloromethane). Product: C(C1=CC=CC=C1)C1=C(NC2=C(C=CC=C12)N1CCNCC1)S(=O)(=O)C (3-benzyl-2-methanesulfonyl-7-piperazin-1-yl-1H-indole), C(=O)(C(F)(F)F)O (TFA). RXN SMILES: C(OC([N:8]1[C:16]2[C:11](=[CH:12][CH:13]=[CH:14][C:15]=2[N:17]2[CH2:22][CH2:21][N:20](C(OC(C)(C)C)=O)[CH2:19][CH2:18]2)[C:10]([CH2:30][C:31]2[CH:36]=[CH:35][CH:34]=[CH:33][CH:32]=2)=[C:9]1[S:37]([CH3:40])(=[O:39])=[O:38])=O)(C)(C)C.[F:41][C:42]([F:47])([F:46])[C:43]([OH:45])=[O:44]>ClCCl>[CH2:30]([C:10]1[C:11]2[C:16](=[C:15]([N:17]3[CH2:18][CH2:19][NH:20][CH2:21][CH2:22]3)[CH:14]=[CH:13][CH:12]=2)[NH:8][C:9]=1[S:37]([CH3:40])(=[O:39])=[O:38])[C:31]1[CH:36]=[CH:35][CH:34]=[CH:33][CH:32]=1.[C:43]([OH:45])([C:42]([F:47])([F:46])[F:41])=[O:44]. Reported procedure: To a solution of 3-benzyl-7-(4-tert-butoxycarbonyl-piperazin-1-yl)-2-methylsulfanyl-indole-1-carboxylic acid tert-butyl ester (277 mg) in CH2Cl2 (10 ml) was added MCPBA (296 mg) at 0° C. The reaction was allowed to warm up to room temperature overnight. After adding 150 mg of PPh3, the reaction was stirred for another 30 minutes and was then poured into a mixture of EtOAc/H2O. The organic layer was separated and washed with water and brine. After drying over MgSO4, the organic fraction was conce...